Dataset: the Open Reaction Database (ORD), a public repository of structured organic reaction records. Task: describe an organic reaction: reactants, conditions, products, and yield Reactants: [BH3-]C#N, NC(Cc1ccccc1)C(=O)NC(Cc1c[nH]c2ccccc12)C(=O)O, [Na+], O=C(O)C(=O)CCc1ccccc1. The product is O=C(O)C(Cc1c[nH]c2ccccc12)NC(=O)C(Cc1ccccc1)NC(CCc1ccccc1)C(=O)O. Reaction SMILES: [C:40]([BH3-:41])#[N:42].[NH2:14][CH:15]([CH2:16][c:17]1[cH:18][cH:19][cH:20][cH:21][cH:22]1)[C:23](=[O:24])[NH:25][CH:26]([CH2:27][c:28]1[cH:29][nH:30][c:31]2[cH:32][cH:33][cH:34][cH:35][c:36]12)[C:37](=[O:38])[OH:39].[Na+:43].[O:1]=[C:2]([C:3](=[O:4])[OH:5])[CH2:6][CH2:7][c:8]1[cH:9][cH:10][cH:11][cH:12][cH:13]1>>[CH:2]([C:3](=[O:4])[OH:5])([CH2:6][CH2:7][c:8]1[cH:9][cH:10][cH:11][cH:12][cH:13]1)[NH:14][CH:15]([CH2:16][c:17]1[cH:18][cH:19][cH:20][cH:21][cH:22]1)[C:23](=[O:24])[NH:25][CH:26]([CH2:27][c:28]1[cH:29][nH:30][c:31]2[cH:32][cH:33][cH:34][cH:35][c:36]12)[C:37](=[O:38])[OH:39].